Dataset: the Open Reaction Database (ORD), a public repository of structured organic reaction records. Task: describe an organic reaction: reactants, conditions, products, and yield Reaction SMILES: [CH2:1]([CH2:2][CH2:3][CH3:4])[NH:5][c:6]1[n:7][c:8]([Cl:19])[n:9][c:10]2[cH:11][cH:12][c:13]([N+:16](=[O:17])[O-:18])[cH:14][c:15]12.[CH2:20]([CH:21]=[CH2:22])[NH2:23].[OH2:24]>>[CH2:1]([CH2:2][CH2:3][CH3:4])[NH:5][c:6]1[n:7][c:8]([NH:23][CH2:20][CH:21]=[CH2:22])[n:9][c:10]2[cH:11][cH:12][c:13]([N+:16](=[O:17])[O-:18])[cH:14][c:15]12. Product: C=CCNc1nc(NCCCC)c2cc([N+](=O)[O-])ccc2n1. Starting materials: CCCCNc1nc(Cl)nc2ccc([N+](=O)[O-])cc12, C=CCN, O.